From a dataset of the Open Reaction Database (ORD), a public repository of structured organic reaction records. describe an organic reaction: reactants, conditions, products, and yield Reactants: ice water, C(CCCCCCC)C1CC2=CC=C(C=C2C1)B(O)O (2-octylindan-5-boronic acid), ClC=1N=NC(=CC1)CCCCCCCC (3-chloro-6-octylpyridazine), C(C)O (ethanol), C([O-])([O-])=O.[Na+].[Na+] (sodium carbonate). The reagents and catalysts are [Pd].C1(=CC=CC=C1)P(C1=CC=CC=C1)C1=CC=CC=C1.C1(=CC=CC=C1)P(C1=CC=CC=C1)C1=CC=CC=C1.C1(=CC=CC=C1)P(C1=CC=CC=C1)C1=CC=CC=C1.C1(=CC=CC=C1)P(C1=CC=CC=C1)C1=CC=CC=C1 (tetrakis (triphenylphosphine) palladium). The solvent is C1=CC=CC=C1 (benzene). Product: C(CCCCCCC)C1CC2=CC=C(C=C2C1)C=1N=NC(=CC1)CCCCCCCC (2-octyl-5-(6-octylpyridazine-3-yl)indan). Isolated yield 73.1%. As a reaction SMILES: [CH2:1]([CH:9]1[CH2:17][C:16]2[C:11](=[CH:12][CH:13]=[C:14](B(O)O)[CH:15]=2)[CH2:10]1)[CH2:2][CH2:3][CH2:4][CH2:5][CH2:6][CH2:7][CH3:8].Cl[C:22]1[N:23]=[N:24][C:25]([CH2:28][CH2:29][CH2:30][CH2:31][CH2:32][CH2:33][CH2:34][CH3:35])=[CH:26][CH:27]=1.C(O)C.C(=O)([O-])[O-].[Na+].[Na+]>[Pd].C1(P(C2C=CC=CC=2)C2C=CC=CC=2)C=CC=CC=1.C1(P(C2C=CC=CC=2)C2C=CC=CC=2)C=CC=CC=1.C1(P(C2C=CC=CC=2)C2C=CC=CC=2)C=CC=CC=1.C1(P(C2C=CC=CC=2)C2C=CC=CC=2)C=CC=CC=1.C1C=CC=CC=1>[CH2:1]([CH:9]1[CH2:17][C:16]2[C:11](=[CH:12][CH:13]=[C:14]([C:22]3[N:23]=[N:24][C:25]([CH2:28][CH2:29][CH2:30][CH2:31][CH2:32][CH2:33][CH2:34][CH3:35])=[CH:26][CH:27]=3)[CH:15]=2)[CH2:10]1)[CH2:2][CH2:3][CH2:4][CH2:5][CH2:6][CH2:7][CH3:8] |f:3.4.5,6.7.8.9.10|. Procedure: Then, 0.82 g (3.0 mM) of 2-octylindan-5-boronic acid, 0.68 g (3.0 mM) of 3-chloro-6-octylpyridazine, 2 ml of ethanol, 4 ml of benzene, 4 ml of 2M-sodium carbonate aqueous solution and 0.12 g of tetrakis (triphenylphosphine) palladium (O) were mixed and heat-refluxed for 2 hours under stirring. After the reaction, the reaction mixture was poured into ice water to precipitate a crystal. The crystal was recovered by filtration under reduced pressure and purified by silica gel column chromatography ...